This data is from the Open Reaction Database (ORD), a public repository of structured organic reaction records. The task is: describe an organic reaction: reactants, conditions, products, and yield Starting materials: C(C1=CC=CC=C1)(=O)C=1C=C2CC(NC2=CC1)=O (5-benzoyl-2-oxindole), ClS(=O)(=O)N=C=O (chlorosulfonyl isocyanate). Run in O1CCCC1 (tetrahydrofuran). Product: C(C1=CC=CC=C1)(=O)C=1C=C2CC(N(C2=CC1)C(=O)N)=O (5-Benzoyl-2-oxindole-1-carboxamide). RXN SMILES: [C:1]([C:9]1[CH:10]=[C:11]2[C:15](=[CH:16][CH:17]=1)[NH:14][C:13](=[O:18])[CH2:12]2)(=[O:8])[C:2]1[CH:7]=[CH:6][CH:5]=[CH:4][CH:3]=1.ClS([N:23]=[C:24]=[O:25])(=O)=O>O1CCCC1>[C:1]([C:9]1[CH:10]=[C:11]2[C:15](=[CH:16][CH:17]=1)[N:14]([C:24]([NH2:23])=[O:25])[C:13](=[O:18])[CH2:12]2)(=[O:8])[C:2]1[CH:3]=[CH:4][CH:5]=[CH:6][CH:7]=1. Reported procedure: A mixture of 10.1 g. (42 mmole) of 5-benzoyl-2-oxindole, 4.4 ml. (51 mmole) of chlorosulfonyl isocyanate and 300 ml. of tetrahydrofuran was stirred at room temperature for 6 hours, and then the solvent was removed by evaporation in vacuo. The residue was added to 150 ml. of glacial acetic acid and 300 ml. of water and the resulting mixture was heated under reflux for 2 hours. The reaction mixture was cooled and the supernatant liquid was removed by decantation. The remaining gummy residue was tr... Reactants: C(N)(=O)C=1C(=NN(C1)C1(CCN(CC1)C(=O)OCC(F)(F)F)CC#N)NC=1C=NC(=CC1)Cl (2,2,2-Trifluoroethyl 4-(4-carbamoyl-3-(6-chloropyridin-3-ylamino)-1H-pyrazol-1-yl)-4-(cyanomethyl)piperidine-1-carboxylate), O1CCOCC1 (1,4-dioxane), CN1N=CC(=C1)B1OC(C(O1)(C)C)(C)C (1-methyl-4-(4,4,5,5-tetramethyl-1,3,2-dioxaborolan-2-yl)-1H-pyrazole), P(=O)([O-])([O-])[O-].[K+].[K+].[K+] (potassium phosphate). The reagents and catalysts are C1=CC=C(C=C1)P([C-]2C=CC=C2)C3=CC=CC=C3.C1=CC=C(C=C1)P([C-]2C=CC=C2)C3=CC=CC=C3.Cl[Pd]Cl.[Fe+2] (Pd(dppf)Cl2). Run in O (water). Run at temperature 90 celsius, time 90 minute. Product: C(N)(=O)C=1C(=NN(C1)C1(CCN(CC1)C(=O)OCC(F)(F)F)CC#N)NC=1C=NC(=CC1)C=1C=NN(C1)C (2,2,2-Trifluoroethyl 4-(4-carbamoyl-3-{[6-(1-methyl-1H-pyrazol-4-yl)pyridin-3-yl]amino}-1H-pyrazol-1-yl)-4-(cyanomethyl)piperidine-1-carboxylate). As a reaction SMILES: [C:1]([C:4]1[C:5]([NH:26][C:27]2[CH:28]=[N:29][C:30](Cl)=[CH:31][CH:32]=2)=[N:6][N:7]([C:9]2([CH2:23][C:24]#[N:25])[CH2:14][CH2:13][N:12]([C:15]([O:17][CH2:18][C:19]([F:22])([F:21])[F:20])=[O:16])[CH2:11][CH2:10]2)[CH:8]=1)(=[O:3])[NH2:2].[CH3:34][N:35]1[CH:39]=[C:38](B2OC(C)(C)C(C)(C)O2)[CH:37]=[N:36]1.P([O-])([O-])([O-])=O.[K+].[K+].[K+].O1CCOCC1>C1C=CC(P(C2C=CC=CC=2)[C-]2C=CC=C2)=CC=1.C1C=CC(P(C2C=CC=CC=2)[C-]2C=CC=C2)=CC=1.Cl[Pd]Cl.[Fe+2].O>[C:1]([C:4]1[C:5]([NH:26][C:27]2[CH:28]=[N:29][C:30]([C:38]3[CH:37]=[N:36][N:35]([CH3:34])[CH:39]=3)=[CH:31][CH:32]=2)=[N:6][N:7]([C:9]2([CH2:23][C:24]#[N:25])[CH2:14][CH2:13][N:12]([C:15]([O:17][CH2:18][C:19]([F:22])([F:21])[F:20])=[O:16])[CH2:11][CH2:10]2)[CH:8]=1)(=[O:3])[NH2:2] |f:2.3.4.5,7.8.9.10|. Reported procedure: 2,2,2-Trifluoroethyl 4-(4-carbamoyl-3-(6-chloropyridin-3-ylamino)-1H-pyrazol-1-yl)-4-(cyanomethyl)piperidine-1-carboxylate (45 mg, 0.093 mmol), 1-methyl-4-(4,4,5,5-tetramethyl-1,3,2-dioxaborolan-2-yl)-1H-pyrazole (23 mg, 0.11 mmol), Pd(dppf)Cl2 (8 mg, 0.009 mmol), potassium phosphate (59 mg, 0.28 mmol), 1,4-dioxane (0.25 mL), and water (0.03 mL) were combined in a 4 mL vial. The vial was then sealed and flushed with argon. The mixture was heated to 90° C. and was allowed to stir for 90 minutes. ... Starting materials: N#CCBr, CN(C)C(=O)Sc1c(Cl)ccc2c1CCN(C(=O)OC(C)(C)C)CC2, CO, CCOC(C)=O, [H-], [K+], [Na+], [OH-]. Yields the product CC(C)(C)OC(=O)N1CCc2ccc(Cl)c(SCC#N)c2CC1. RXN SMILES: [Br:30][CH2:31][C:32]#[N:33].[C:3]([CH3:4])([CH3:5])([CH3:6])[O:7][C:8](=[O:9])[N:10]1[CH2:11][CH2:12][c:13]2[c:14]([c:17]([S:22][C:23](=[O:24])[N:25]([CH3:26])[CH3:27])[c:18]([Cl:21])[cH:19][cH:20]2)[CH2:15][CH2:16]1.[CH3:34][OH:35].[CH3:36][CH2:37][O:38][C:39]([CH3:40])=[O:41].[H-:28].[K+:2].[Na+:29].[OH-:1]>>[C:3]([CH3:4])([CH3:5])([CH3:6])[O:7][C:8](=[O:9])[N:10]1[CH2:11][CH2:12][c:13]2[c:14]([c:17]([S:22][CH2:23][C:32]#[N:33])[c:18]([Cl:21])[cH:19][cH:20]2)[CH2:15][CH2:16]1. Reactants: COc1ccc(-c2cccc3c2OC(COS(=O)(=O)c2ccc(C)cc2)C3)cc1, Cl, [N-]=[N+]=[N-], [N-]=[N+]=[N-], COc1ccc(-c2cccc3c2OC(CN=[N+]=[N-])C3)cc1, [Na+]. Yields the product COc1ccc(-c2cccc3c2OC(CN)C3)cc1. As a reaction SMILES: [CH3:1][c:2]1[cH:3][cH:4][c:5]([S:6]([O:7][CH2:8][CH:9]2[CH2:10][c:11]3[cH:12][cH:13][cH:14][c:15](-[c:16]4[cH:17][cH:18][c:19]([O:20][CH3:21])[cH:22][cH:23]4)[c:24]3[O:25]2)(=[O:26])=[O:27])[cH:28][cH:29]1.[ClH:58].[N-:31]=[N+:32]=[N-:33].[N-:55]=[N+:56]=[N-:57].[N:34](=[N+:35]=[N-:36])[CH2:37][CH:38]1[O:39][c:40]2[c:41]([cH:43][cH:44][cH:45][c:46]2-[c:47]2[cH:48][cH:49][c:50]([O:53][CH3:54])[cH:51][cH:52]2)[CH2:42]1.[Na+:30]>>[NH2:34][CH2:37][CH:38]1[O:39][c:40]2[c:41]([cH:43][cH:44][cH:45][c:46]2-[c:47]2[cH:48][cH:49][c:50]([O:53][CH3:54])[cH:51][cH:52]2)[CH2:42]1. Procedure details: A solution of 20.6 g of 5-pyrimidinehexanol in 80 ml of dichloromethane was cooled in an ice bath as a solution of 12.3 ml of thionyl chloride in 40 ml of dichloromethane was added dropwise. The mixture was stirred at room temperature for 1 hour and at reflux temperature for 1 hour, was concentrated, azeotroped with toluene, diluted with dichloromethane and washed with water, saturated sodium bicarbonate, and brine. Evaporation gave 22.3 g of 6-(5-pyrimidinyl)hexylchloride. Run at time 1 hour. Solvent: ClCCl (dichloromethane), ClCCl (dichloromethane). Product: N1=CN=CC(=C1)CCCCCCCl (6-(5-pyrimidinyl)hexylchloride). RXN SMILES: [N:1]1[CH:6]=[C:5]([CH2:7][CH2:8][CH2:9][CH2:10][CH2:11][CH2:12]O)[CH:4]=[N:3][CH:2]=1.S(Cl)([Cl:16])=O>ClCCl>[N:1]1[CH:6]=[C:5]([CH2:7][CH2:8][CH2:9][CH2:10][CH2:11][CH2:12][Cl:16])[CH:4]=[N:3][CH:2]=1. Reactants: N1=CN=CC(=C1)CCCCCCO (5-pyrimidinehexanol), S(=O)(Cl)Cl (thionyl chloride). Reactants: O=C(OC(Cl)(Cl)Cl)OC(Cl)(Cl)Cl, COCCN, Nc1ccc2nc(NC3CCc4ccccc43)ccc2c1. The product is COCCNC(=O)Nc1ccc2nc(NC3CCc4ccccc43)ccc2c1. As a reaction SMILES: [C:1]([O:2][C:3]([Cl:4])([Cl:5])[Cl:6])([O:7][C:8]([Cl:9])([Cl:10])[Cl:11])=[O:12].[CH3:13][O:14][CH2:15][CH2:16][NH2:17].[CH:18]1([NH:27][c:28]2[n:29][c:30]3[cH:31][cH:32][c:33]([NH2:38])[cH:34][c:35]3[cH:36][cH:37]2)[CH2:19][CH2:20][c:21]2[cH:22][cH:23][cH:24][cH:25][c:26]21>>[C:1](=[O:12])([NH:17][CH2:16][CH2:15][O:14][CH3:13])[NH:38][c:33]1[cH:32][cH:31][c:30]2[n:29][c:28]([NH:27][CH:18]3[CH2:19][CH2:20][c:21]4[cH:22][cH:23][cH:24][cH:25][c:26]43)[cH:37][cH:36][c:35]2[cH:34]1. Reactants: CNC, CCO, CNc1nc(Cl)cc(NS(=O)(=O)c2ccc(N)cc2)n1. Yields the product CNc1nc(NS(=O)(=O)c2ccc(N)cc2)cc(N(C)C)n1. As a reaction SMILES: [CH3:21][NH:22][CH3:23].[CH3:24][CH2:25][OH:26].[NH2:1][c:2]1[cH:3][cH:4][c:5]([S:8](=[O:9])(=[O:10])[NH:11][c:12]2[n:13][c:14]([NH:19][CH3:20])[n:15][c:16]([Cl:18])[cH:17]2)[cH:6][cH:7]1>>[NH2:1][c:2]1[cH:3][cH:4][c:5]([S:8](=[O:9])(=[O:10])[NH:11][c:12]2[n:13][c:14]([NH:19][CH3:20])[n:15][c:16]([N:22]([CH3:21])[CH3:23])[cH:17]2)[cH:6][cH:7]1. Starting materials: Cl.Cl.FC1=CC=C(C=C1)CN1CC2=C(CCC1)C=CC(=C2)C(CCC2CCNCC2)=O (1-[2-[(4-Fluorophenyl)methyl]-2,3,4,5-tetrahydro-1H-2-benzazepin-8-yl]-3-(4-piperidinyl)-1-propanone dihydrochloride), ClC1=C(CCl)C=CC=C1 (2-chlorobenzylchloride), [I-].[K+] (potassium iodide). Yields the product Cl.Cl.ClC1=C(C=CC=C1)CN1CCC(CC1)CCC(=O)C1=CC2=C(CCCN(C2)CC2=CC=C(C=C2)F)C=C1 (3-[1-[(2-Chlorophenyl)methyl]-4-piperidinyl]-1-[2-[(4-fluorophenyl)methyl]-2,3,4,5-tetrahydro-1H-2-benzazepin-8-yl]-1-propanone Dihydrochloride). Reaction SMILES: [ClH:1].Cl.[F:3][C:4]1[CH:9]=[CH:8][C:7]([CH2:10][N:11]2[CH2:17][CH2:16][CH2:15][C:14]3[CH:18]=[CH:19][C:20]([C:22](=[O:31])[CH2:23][CH2:24][CH:25]4[CH2:30][CH2:29][NH:28][CH2:27][CH2:26]4)=[CH:21][C:13]=3[CH2:12]2)=[CH:6][CH:5]=1.[Cl:32][C:33]1[CH:40]=[CH:39][CH:38]=[CH:37][C:34]=1[CH2:35]Cl.[I-].[K+]>>[ClH:32].[ClH:1].[Cl:32][C:33]1[CH:40]=[CH:39][CH:38]=[CH:37][C:34]=1[CH2:35][N:28]1[CH2:27][CH2:26][CH:25]([CH2:24][CH2:23][C:22]([C:20]2[CH:19]=[CH:18][C:14]3[CH2:15][CH2:16][CH2:17][N:11]([CH2:10][C:7]4[CH:6]=[CH:5][C:4]([F:3])=[CH:9][CH:8]=4)[CH2:12][C:13]=3[CH:21]=2)=[O:31])[CH2:30][CH2:29]1 |f:0.1.2,4.5,6.7.8|. Procedure: Using 1-[2-[(4-fluorophenyl)methyl]-2,3,4,5-tetrahydro-1H-2-benzazepin-8-yl]-3-(4-piperidinyl)-1-propanone(free base) obtained in Example 211, 2-chlorobenzylchloride, and potassium iodide, the procedure of Example 51-3 was otherewise repeated to provide the title compound as colorless amorphous powders. Reactants: C1CCOC1, CCN(C(C)C)C(C)C, CC(C)Oc1cc(N)n[nH]1, O=[N+]([O-])c1ccc(Cl)nc1Cl. Yields the product CC(C)Oc1cc(Nc2nc(Cl)ccc2[N+](=O)[O-])n[nH]1. RXN SMILES: [CH2:31]1[O:32][CH2:33][CH2:34][CH2:35]1.[CH:12]([N:13]([CH2:14][CH3:15])[CH:16]([CH3:17])[CH3:18])([CH3:19])[CH3:20].[CH:21]([CH3:22])([CH3:23])[O:24][c:25]1[cH:26][c:27]([NH2:30])[n:28][nH:29]1.[Cl:1][c:2]1[n:3][c:4]([Cl:11])[cH:5][cH:6][c:7]1[N+:8](=[O:9])[O-:10]>>[c:2]1([NH:30][c:27]2[cH:26][c:25]([O:24][CH:21]([CH3:22])[CH3:23])[nH:29][n:28]2)[n:3][c:4]([Cl:11])[cH:5][cH:6][c:7]1[N+:8](=[O:9])[O-:10].